describe an organic reaction: reactants, conditions, products, and yield From a dataset of the Open Reaction Database (ORD), a public repository of structured organic reaction records. Yield: 51.5%. Starting materials: C(#N)C1=CC=C(C=C1)CC(=O)O (4-cyanophenylacetic acid), NCCC(=O)N[C@@H](CC(OC(C)(C)C)=O)C(=O)N[C@@H](CC1=CC=CC=C1)C(=O)OC(C)(C)C (H-β-Ala-Asp(O-tBu)-Phe-O-tBu). Procedure details: 142 mg of 4-cyanophenylacetic acid were coupled with 371 mg of H-β-Ala-Asp(O-tBu)-Phe-O-tBu (Example 1b) in the manner described in Example 1a), yielding 250 mg of N-[N-[N-(p-cyanophenylacetyl)-β-alanyl]-3-t-butoxycarbonyl-L-alanyl]-3-phenyl-L-alanine t-butyl ester, m.p. 93°-94° C., after chromatography on silica gel using ethyl acetate/methanol. Reaction SMILES: [C:1]([C:3]1[CH:8]=[CH:7][C:6]([CH2:9][C:10]([OH:12])=O)=[CH:5][CH:4]=1)#[N:2].[NH2:13][CH2:14][CH2:15][C:16]([NH:18][C@H:19]([C:28]([NH:30][C@H:31]([C:39]([O:41][C:42]([CH3:45])([CH3:44])[CH3:43])=[O:40])[CH2:32][C:33]1[CH:38]=[CH:37][CH:36]=[CH:35][CH:34]=1)=[O:29])[CH2:20][C:21](=[O:27])[O:22][C:23]([CH3:26])([CH3:25])[CH3:24])=[O:17]>>[C:42]([O:41][C:39](=[O:40])[C@H:31]([CH2:32][C:33]1[CH:34]=[CH:35][CH:36]=[CH:37][CH:38]=1)[NH:30][C:28](=[O:29])[C@H:19]([CH2:20][C:21]([O:22][C:23]([CH3:24])([CH3:25])[CH3:26])=[O:27])[NH:18][C:16](=[O:17])[CH2:15][CH2:14][NH:13][C:10](=[O:12])[CH2:9][C:6]1[CH:5]=[CH:4][C:3]([C:1]#[N:2])=[CH:8][CH:7]=1)([CH3:43])([CH3:44])[CH3:45]. Product: C(C)(C)(C)OC([C@@H](NC([C@@H](NC(CCNC(CC1=CC=C(C=C1)C#N)=O)=O)CC(=O)OC(C)(C)C)=O)CC1=CC=CC=C1)=O (N-[N-[N-(p-cyanophenylacetyl)-β-alanyl]-3-t-butoxycarbonyl-L-alanyl]-3-phenyl-L-alanine t-butyl ester). Reactants: Example 29, [H-].[Na+] (Sodium hydride), CC(C)O (IPA), FC1=NC=C(C(=C1C)I)C (2-fluoro-4-iodo-3,5-dimethylpyridine), CC(C)(C)OC (MTBE). The solvent is C1CCOC1 (THF), C1CCOC1 (THF), O (water). Run at time 2 hour. Product: IC1=C(C(=NC=C1C)OC(C)C)C (4-iodo-2-isopropyloxy-3,5-dimethylpyridine). RXN SMILES: [H-].[Na+].[CH3:3][CH:4]([OH:6])[CH3:5].F[C:8]1[C:13]([CH3:14])=[C:12]([I:15])[C:11]([CH3:16])=[CH:10][N:9]=1.CC(OC)(C)C>C1COCC1.O>[I:15][C:12]1[C:11]([CH3:16])=[CH:10][N:9]=[C:8]([O:6][CH:4]([CH3:5])[CH3:3])[C:13]=1[CH3:14] |f:0.1|. Reported procedure: Sodium hydride (60% oil dispersion, 191 mg) was added to a solution of IPA (0.77 mL) in THF (5 mL). After foaming was stopped, a solution of 2-fluoro-4-iodo-3,5-dimethylpyridine obtained in Preparation Example 29 (500 mg) in THF (5 mL) was added to the solution, and the mixture was stirred at mom temperature for two hours. The mixture was stirred at 50° C. for two hours, and the reaction mixture was then cooled to room temperature. The reaction mixture was cooled at 0° C., and MTBE (20 mL) and w... The reactants are C1=CC=2C=C(C=NC2C(=C1)O)O (Jineol), [N+](=[N-])=C.CCOCC (diazomethane ether). Run in C(C)O (ethanol). Yields the product COC=1C=NC2=C(C=CC=C2C1)OC (3,8-dimethoxy quinoline). Isolated yield 80.0%. RXN SMILES: [CH:1]1[CH:10]=[C:9]([OH:11])[C:8]2[N:7]=CC(O)=[CH:4][C:3]=2[CH:2]=1.[N+](=[CH2:15])=[N-].C[CH2:17][O:18][CH2:19][CH3:20]>C(O)C>[CH3:17][O:18][C:19]1[CH:20]=[N:7][C:8]2[C:3]([CH:4]=1)=[CH:2][CH:1]=[CH:10][C:9]=2[O:11][CH3:15] |f:1.2|. Procedure: Jineol of 4.5 mg was dissolved in 2 ml of ethanol, and diazomethane ether solution was slowly dropped to the solution. After the excess of diazomethane and solvent was removed by purging with nitrogen gas, the solution was purified by silicagel chromatography to give 4.2 mg of 3,8-dimethoxy quinoline with 80% yield. Reactants: CCOC(=O)CCCCCCCn1c(-n2ccnc2)c(C)c2ccccc21, CCO, Cl, [Na+], [OH-], O. Yields the product Cc1c(-n2ccnc2)n(CCCCCCCC(=O)O)c2ccccc12. As a reaction SMILES: [CH2:1]([CH3:2])[O:3][C:4](=[O:5])[CH2:6][CH2:7][CH2:8][CH2:9][CH2:10][CH2:11][CH2:12][n:13]1[c:14](-[n:23]2[cH:24][n:25][cH:26][cH:27]2)[c:15]([CH3:22])[c:16]2[cH:17][cH:18][cH:19][cH:20][c:21]12.[CH3:28][CH2:29][OH:30].[ClH:33].[Na+:32].[OH-:31].[OH2:34]>>[O:3]=[C:4]([OH:5])[CH2:6][CH2:7][CH2:8][CH2:9][CH2:10][CH2:11][CH2:12][n:13]1[c:14](-[n:23]2[cH:24][n:25][cH:26][cH:27]2)[c:15]([CH3:22])[c:16]2[cH:17][cH:18][cH:19][cH:20][c:21]12.